This data is from the Open Reaction Database (ORD), a public repository of structured organic reaction records. The task is: describe an organic reaction: reactants, conditions, products, and yield Starting materials: ClC=1C(=NOC1C1=CC=C(C=C1)Cl)C(=O)O (4-chloro-5-(4-chlorophenyl)isoxazole-3-carboxylic acid), C(C(=O)Cl)(=O)Cl (oxalyl chloride). Reagents/catalysts: CN(C=O)C (N,N-dimethylformamide). Run in ClCCl (dichloromethane). Reaction conditions: time 16 hour. Yields the product ClC=1C(=NOC1C1=CC=C(C=C1)Cl)C(=O)Cl (4-chloro-5-(4-chlorophenyl)isoxazole-3-carbonyl chloride). The yield is 98.1%. RXN SMILES: [Cl:1][C:2]1[C:3]([C:14]([OH:16])=O)=[N:4][O:5][C:6]=1[C:7]1[CH:12]=[CH:11][C:10]([Cl:13])=[CH:9][CH:8]=1.C(Cl)(=O)C([Cl:20])=O>ClCCl.CN(C)C=O>[Cl:1][C:2]1[C:3]([C:14]([Cl:20])=[O:16])=[N:4][O:5][C:6]=1[C:7]1[CH:12]=[CH:11][C:10]([Cl:13])=[CH:9][CH:8]=1. Procedure: To a suspension of 4-chloro-5-(4-chlorophenyl)isoxazole-3-carboxylic acid (0.66 g, 2.58 mmol) and oxalyl chloride (0.9 mL, 10.32 mmol) in dichloromethane (30 mL) was added 2 drops of N,N-dimethylformamide. After the mixture was stirred 16 hours at room temperature, the volatiles were removed in vacuo to obtain 4-chloro-5-(4-chlorophenyl)isoxazole-3-carbonyl chloride (0.71 g, 2.53 mmol). Reactants: C(C)N(CC(O)C1=CC=C(C=C1)NS(=O)(=O)C)CCCCCCC (N-[4-[2-(ethylheptylamino)-1-hydroxyethyl]phenyl]methanesulfonamide), C(C)Br (ethyl bromide), CO (MeOH), C(C)Br (ethyl bromide). The product is [Br-].C(C)[N+](CC(C1=CC=C(C=C1)NS(=O)(=O)C)O)(CCCCCCC)CC (N,N-diethyl-N-heptyl-β-hydroxy-4-[(methylsulfonyl)amino]benzeneethanaminium bromide). The solvent is C(C)#N (acetonitrile). Procedure details: A stirred solution of N-[4-[2-(ethylheptylamino)-1-hydroxyethyl]phenyl]methanesulfonamide of Example 5 (1.5 g, 0.0042 mol) in acetonitrile (15 ml) is treated with ethyl bromide (6.12 ml, 0.082 mol) and refluxed under N2 for 4 days. Additional ethyl bromide is added and reflux is continued for 3 days. The reaction is still incomplete by TLC on silica gel with 5% MeOH-1% NH4OH--CH2Cl2. The mixture is concentrated and mixed with a solution of NaHCO3 (200 mg) in water and Et2O. The aqueous layer is ... Reaction conditions: time 3 day. RXN SMILES: [CH2:1]([N:3]([CH2:18][CH2:19][CH2:20][CH2:21][CH2:22][CH2:23][CH3:24])[CH2:4][CH:5]([C:7]1[CH:12]=[CH:11][C:10]([NH:13][S:14]([CH3:17])(=[O:16])=[O:15])=[CH:9][CH:8]=1)[OH:6])[CH3:2].[CH2:25]([Br:27])[CH3:26].CO>C(#N)C>[Br-:27].[CH2:1]([N+:3]([CH2:25][CH3:26])([CH2:18][CH2:19][CH2:20][CH2:21][CH2:22][CH2:23][CH3:24])[CH2:4][CH:5]([OH:6])[C:7]1[CH:12]=[CH:11][C:10]([NH:13][S:14]([CH3:17])(=[O:15])=[O:16])=[CH:9][CH:8]=1)[CH3:2] |f:4.5|. Reactants: C(C)(C)(C)OC(=O)N1CC(C2=C3C(=C(NC3=C(C=C21)O)C(F)(F)F)C(=O)OC)CCl (methyl 3-t-butoxycarbonyl-1-chloromethyl-5-hydroxy-7-trifluoromethyl-1,2,3,6-tetrahydropyrrolo[3,2-e]indole-8-carboxylate), C(C)(=O)OCC.Cl (hydrogen chloride-ethyl acetate), COC=1C=C2C=C(NC2=C(C1OC)OC)C(=O)O (5,6,7-trimethoxyindole-2-carboxylic acid), Cl.CN(CCCN=C=NCC)C (1-(3-dimethylaminopropyl)-3-ethylcarbodiimide hydrochloride). The solvent is CN(C=O)C (dimethylformamide), O (Water). Run at time 1 hour. Yields the product ClCC1CN(C=2C1=C1C(=C(NC1=C(C2)O)C(F)(F)F)C(=O)OC)C(=O)C=2NC1=C(C(=C(C=C1C2)OC)OC)OC (methyl 1-chloromethyl-5-hydroxy-7-trifluoromethyl-3-(5,6,7-trimethoxy-1H-indol-2-ylcarbonyl)-1,2,3,6-tetrahydropyrrolo[3,2-e]indole-8-carboxylate). Reaction SMILES: C([O:5][C:6]([N:8]1[C:19]2[C:11](=[C:12]3[C:16](=[C:17]([OH:20])[CH:18]=2)[NH:15][C:14]([C:21]([F:24])([F:23])[F:22])=[C:13]3[C:25]([O:27][CH3:28])=[O:26])[CH:10]([CH2:29][Cl:30])[CH2:9]1)=O)(C)(C)C.C(OCC)(=O)C.Cl.[CH3:38][O:39][C:40]1[CH:41]=[C:42]2[C:46](=[C:47]([O:51][CH3:52])[C:48]=1[O:49][CH3:50])[NH:45][C:44](C(O)=O)=[CH:43]2.Cl.CN(C)CCCN=C=NCC>CN(C)C=O.O>[Cl:30][CH2:29][CH:10]1[C:11]2=[C:12]3[C:16](=[C:17]([OH:20])[CH:18]=[C:19]2[N:8]([C:6]([C:44]2[NH:45][C:46]4[C:42]([CH:43]=2)=[CH:41][C:40]([O:39][CH3:38])=[C:48]([O:49][CH3:50])[C:47]=4[O:51][CH3:52])=[O:5])[CH2:9]1)[NH:15][C:14]([C:21]([F:24])([F:22])[F:23])=[C:13]3[C:25]([O:27][CH3:28])=[O:26] |f:1.2,4.5|. Procedure details: To 42.6 mg(95 μmol) of methyl 3-t-butoxycarbonyl-1-chloromethyl-5-hydroxy-7-trifluoromethyl-1,2,3,6-tetrahydropyrrolo[3,2-e]indole-8-carboxylate, 1.6 ml of 3M hydrogen chloride-ethyl acetate was added, and the mixture was stirred at room temperature for one hour. Then the solvent was distilled off. The residue with 23.8 mg (95 mol) of 5,6,7-trimethoxyindole-2-carboxylic acid, and 54.6 mg (285 μmol) of 1-(3-dimethylaminopropyl)-3-ethylcarbodiimide hydrochloride was stirred in 0.95 ml of anhydrous... Reactants: CC(C)=O, O=CCCc1ccc(O)cc1. Product: O=C(O)CCc1ccc(O)cc1. As a reaction SMILES: [CH3:12][C:13]([CH3:14])=[O:15].[OH:1][c:2]1[cH:3][cH:4][c:5]([CH2:8][CH2:9][CH:10]=[O:11])[cH:6][cH:7]1>>[OH:1][c:2]1[cH:3][cH:4][c:5]([CH2:8][CH2:9][C:10](=[O:11])[OH:15])[cH:6][cH:7]1. Reactants: COC1=C(C(=O)NC2=CC=CC=3NC(=NC32)C)C=CC(=C1)C(=O)N1CCCSC3=C1C=CC=C3 (2-methoxy-N-(2-methyl-1H-benzimidazol-4-yl)-4-(2,3,4,5-tetrahydro-1,5-benzothiazepin-5-yl)carbonylbenzamide), OO (H2O2), C(=O)(O)[O-].[Na+] (NaHCO3). Solvent: CC(=O)O (AcOH). Conditions: time 4 hour. The product is COC1=C(C(=O)NC2=CC=CC=3NC(=NC32)C)C=CC(=C1)C(=O)N1CCCS(C3=C1C=CC=C3)=O (2-methoxy-N-(2-methyl-1H-benzimidazol-4-yl)-4-(1-oxo-2,3,4,5-tetrahydro-1,5-benzothiazepin-5-yl)carbonylbenzamide). RXN SMILES: [CH3:1][O:2][C:3]1[CH:21]=[C:20]([C:22]([N:24]2[C:30]3[CH:31]=[CH:32][CH:33]=[CH:34][C:29]=3[S:28][CH2:27][CH2:26][CH2:25]2)=[O:23])[CH:19]=[CH:18][C:4]=1[C:5]([NH:7][C:8]1[C:16]2[N:15]=[C:14]([CH3:17])[NH:13][C:12]=2[CH:11]=[CH:10][CH:9]=1)=[O:6].OO.C([O-])(O)=[O:38].[Na+]>CC(O)=O>[CH3:1][O:2][C:3]1[CH:21]=[C:20]([C:22]([N:24]2[C:30]3[CH:31]=[CH:32][CH:33]=[CH:34][C:29]=3[S:28](=[O:38])[CH2:27][CH2:26][CH2:25]2)=[O:23])[CH:19]=[CH:18][C:4]=1[C:5]([NH:7][C:8]1[C:16]2[N:15]=[C:14]([CH3:17])[NH:13][C:12]=2[CH:11]=[CH:10][CH:9]=1)=[O:6] |f:2.3|. Procedure details: To a solution of 2-methoxy-N-(2-methyl-1H-benzimidazol-4-yl)-4-(2,3,4,5-tetrahydro-1,5-benzothiazepin-5-yl)carbonylbenzamide (20 mg) in AcOH (1 ml), was added 30% aqueous H2O2 (1 ml), and the mixture was stirred for 4 hours. Saturated aqueous NaHCO3 was added to the reaction mixture, and the mixture was extracted with AcOEt, washed with brine and dried over Na2CO3. The solvent was removed under reduced pressure to give 2-methoxy-N-(2-methyl-1H-benzimidazol-4-yl)-4-(1-oxo-2,3,4,5-tetrahydro-1,5-b... Starting materials: BrC1=CC=C(S1)CCl (5-bromo-2-chloromethylthiophene), ice water, ClC1=CC=CC(=N1)OC1=CC=C(C=C1)O (4-(6-chloro-2-pyridinyloxy)-phenol), C([O-])([O-])=O.[K+].[K+] (potassium carbonate). Run in CN(C=O)C (dimethylformamide), CN(C=O)C (dimethylformamide). Reaction conditions: temperature 20 celsius, time 8 hour. Product: ClC1=CC=CC(=N1)OC1=CC=C(OCC=2SC(=CC2)Br)C=C1 (2-[4-(6-chloro-2-pyridinyloxy)-phenoxymethyl]-5-bromothiophene). Isolated yield 49.5%. RXN SMILES: [Cl:1][C:2]1[N:7]=[C:6]([O:8][C:9]2[CH:14]=[CH:13][C:12]([OH:15])=[CH:11][CH:10]=2)[CH:5]=[CH:4][CH:3]=1.C(=O)([O-])[O-].[K+].[K+].[Br:22][C:23]1[S:27][C:26]([CH2:28]Cl)=[CH:25][CH:24]=1>CN(C)C=O>[Cl:1][C:2]1[N:7]=[C:6]([O:8][C:9]2[CH:14]=[CH:13][C:12]([O:15][CH2:28][C:26]3[S:27][C:23]([Br:22])=[CH:24][CH:25]=3)=[CH:11][CH:10]=2)[CH:5]=[CH:4][CH:3]=1 |f:1.2.3|. Procedure details: 3.5 g of 4-(6-chloro-2-pyridinyloxy)-phenol and 3.2 g of potassium carbonate are stirred for one hour at 60° C. in 100 ml of anhydrous dimethylformamide. Subsequently, 5.5 g of 5-bromo-2-chloromethylthiophene in 30 ml of anhydrous dimethylformamide is dripped in. The mixture is stirred for 6 hours at 80° C. and overnight at room temperature (about 20° C.). The mixture is then poured into 200 ml of ice water. The crude product which precipitates out is filtered off and recrystallized from n-hexan... The reactants are aqueous solution, [N+](=O)([O-])[O-].[Ba+2].[N+](=O)([O-])[O-] (barium nitrate), aqueous solution, C(C)C1=C(CP([O-])([O-])=O)C=C(C(=C1C(C)(C)C)O)C(C)(C)C.[Na+].[Na+] (sodium (o-ethyl 3,5-di-tert-butyl-4-hydroxybenzylphosphonate)). The product is C(C)C1=C(CP([O-])([O-])=O)C=C(C(=C1C(C)(C)C)O)C(C)(C)C.C(C)C1=C(CP([O-])([O-])=O)C=C(C(=C1C(C)(C)C)O)C(C)(C)C.[Ba+2].[Ba+2] (barium bis(o-ethyl 3,5-di-tert-butyl-4-hydroxybenzylphosphonate)). RXN SMILES: [N+]([O-])([O-])=O.[Ba+2:5].[N+]([O-])([O-])=O.[CH2:10]([C:12]1[C:22]([C:23]([CH3:26])([CH3:25])[CH3:24])=[C:21]([OH:27])[C:20]([C:28]([CH3:31])([CH3:30])[CH3:29])=[CH:19][C:13]=1[CH2:14][P:15](=[O:18])([O-:17])[O-:16])[CH3:11].[Na+].[Na+]>>[CH2:10]([C:12]1[C:22]([C:23]([CH3:25])([CH3:24])[CH3:26])=[C:21]([OH:27])[C:20]([C:28]([CH3:29])([CH3:31])[CH3:30])=[CH:19][C:13]=1[CH2:14][P:15](=[O:16])([O-:18])[O-:17])[CH3:11].[CH2:10]([C:12]1[C:22]([C:23]([CH3:25])([CH3:24])[CH3:26])=[C:21]([OH:27])[C:20]([C:28]([CH3:29])([CH3:31])[CH3:30])=[CH:19][C:13]=1[CH2:14][P:15](=[O:16])([O-:18])[O-:17])[CH3:11].[Ba+2:5].[Ba+2:5] |f:0.1.2,3.4.5,6.7.8.9|. Procedure: 5 ml aqueous solution of 392 mg (1.5 mmol) barium nitrate was added dropwise to 7.5 ml aqueous solution of 1 g (2.85 mmol) sodium (o-ethyl 3,5-di-tert-butyl-4-hydroxybenzylphosphonate) (phosphorus compound C described above) at room temperature under stirring. After the mixture was stirred for 1 hour, the precipitates were separated by filtration, washed with water and dried to give barium bis(o-ethyl 3,5-di-tert-butyl-4-hydroxybenzylphosphonate), 508 mg (45%).